The task is: describe an organic reaction: reactants, conditions, products, and yield. This data is from the Open Reaction Database (ORD), a public repository of structured organic reaction records. Starting materials: IC1=C(C=CC=C1C)[N+](=O)[O-] (2-iodo-3-methylnitrobenzene). The reagents and catalysts are [Cu] (copper). The product is [N+](=O)([O-])C1=C(C(=CC=C1)C)C1=C(C=CC=C1C)[N+](=O)[O-] (2,2'-dinitro-6,6'-dimethylbiphenyl). Reaction SMILES: I[C:2]1[C:7]([CH3:8])=[CH:6][CH:5]=[CH:4][C:3]=1[N+:9]([O-:11])=[O:10]>[Cu]>[N+:9]([C:3]1[CH:4]=[CH:5][CH:6]=[C:7]([CH3:8])[C:2]=1[C:2]1[C:7]([CH3:8])=[CH:6][CH:5]=[CH:4][C:3]=1[N+:9]([O-:11])=[O:10])([O-:11])=[O:10]. Procedure details: The 2,2'-bis(diarylphosphino)-6,6'-dimethylbiphenyl, the other starting material, can be synthesized according to the process reported in Miyashita et al., The Chemical Society of Japan, Collected Drafts II for Lectures in the 52th Spring Annual Meeting, IT06, p. 1267 (1986). More specifically, o-toluidine is reacted with nitric acid to form 2-amino-3-methylnitrobezene, which is then converted to 2-iodo-3-methylnitrobenzene making use of the process described in P.B. Carlin et al., J. Am. Chem. ... Starting materials: OC[C@H](C)NC(OC(C)(C)C)=O ((S)-tert-butyl 1-hydroxypropan-2-ylcarbamate), [OH-].[K+] (KOH), BrCCCP(OCC)(OCC)=O (diethyl 3-bromopropylphosphonate). The reagents and catalysts are [Br-].C(CCC)[N+](CCCC)(CCCC)CCCC (tetrabutylammonium bromide). Solvent: C1CCOC1 (THF). Run at time 8 hour. The product is C(C)OP(=O)(OCC)CCCOC[C@H](C)NC(OC(C)(C)C)=O ((S)-tert-butyl 1-(3-(diethoxyphosphoryl)propoxy)propan-2-ylcarbamate). RXN SMILES: [OH:1][CH2:2][C@@H:3]([NH:5][C:6](=[O:12])[O:7][C:8]([CH3:11])([CH3:10])[CH3:9])[CH3:4].[OH-].[K+].Br[CH2:16][CH2:17][CH2:18][P:19](=[O:26])([O:23][CH2:24][CH3:25])[O:20][CH2:21][CH3:22]>C1COCC1.[Br-].C([N+](CCCC)(CCCC)CCCC)CCC>[CH2:24]([O:23][P:19]([CH2:18][CH2:17][CH2:16][O:1][CH2:2][C@@H:3]([NH:5][C:6](=[O:12])[O:7][C:8]([CH3:11])([CH3:10])[CH3:9])[CH3:4])([O:20][CH2:21][CH3:22])=[O:26])[CH3:25] |f:1.2,5.6|. Reported procedure: To a solution of (S)-tert-butyl 1-hydroxypropan-2-ylcarbamate (1 eq, from the previous step) in THF (0.1 M) at room temperature was added KOH (5 eq), tetrabutylammonium bromide (0.1 eq), and diethyl 3-bromopropylphosphonate (2 eq). The reaction was stirred at room temperature overnight. The mixture was concentrated en vaccuo and then taken up in DCM/water. The aqueous layer was extracted with DCM (2×). The combined organic layers were dried over anhydrous MgSO4, and concentrated en vaccuo. The c... Reactants: NC=1C=C(C#N)C=CC1NCCCO (3-amino-4-(3-hydroxy-propylamino)-benzonitrile), C(=C)(C)N1C(N(C2=C1C=CC=C2)CC(=O)O)=O ((3-isopropenyl-2-oxo-2,3-dihydro-benzoimidazol-1-yl)-acetic acid), CCOC1C=CC2=CC=CC=C2N1C(=O)OCC (EEDQ). The solvent is C1CCOC1 (THF). Reaction conditions: temperature 23 celsius, time 48 hour. Product: C(#N)C=1C=CC(=C(C1)NC(CN1C(N(C2=C1C=CC=C2)C(=C)C)=O)=O)NCCCO (N-[5-Cyano-2-(3-hydroxy-propylamino)-phenyl]-2-(3-isopropenyl-2-oxo-2,3-dihydro-benzoimidazol-1-yl)-acetamide). The yield is 51.3%. Reaction SMILES: [NH2:1][C:2]1[CH:3]=[C:4]([CH:7]=[CH:8][C:9]=1[NH:10][CH2:11][CH2:12][CH2:13][OH:14])[C:5]#[N:6].[C:15]([N:18]1[C:22]2[CH:23]=[CH:24][CH:25]=[CH:26][C:21]=2[N:20]([CH2:27][C:28](O)=[O:29])[C:19]1=[O:31])([CH3:17])=[CH2:16].CCOC1N(C(OCC)=O)C2C(=CC=CC=2)C=C1>C1COCC1>[C:5]([C:4]1[CH:7]=[CH:8][C:9]([NH:10][CH2:11][CH2:12][CH2:13][OH:14])=[C:2]([NH:1][C:28](=[O:29])[CH2:27][N:20]2[C:21]3[CH:26]=[CH:25][CH:24]=[CH:23][C:22]=3[N:18]([C:15]([CH3:17])=[CH2:16])[C:19]2=[O:31])[CH:3]=1)#[N:6]. Reported procedure: A solution of 3-amino-4-(3-hydroxy-propylamino)-benzonitrile (484 mg, 2.53 mmol) and (3-isopropenyl-2-oxo-2,3-dihydro-benzoimidazol-1-yl)-acetic acid (646 mg, 2.78 mmol) in THF (50 ml) was treated with EEDQ (625 mg, 2.53 mmol) and stirred for 48 h at 23° C. A grey precipitate was filtered off to give 526 mg (47%) of N-[5-Cyano-2-(3-hydroxy-propylamino)-phenyl]-2-(3-isopropenyl-2-oxo-2,3-dihydro-benzoimidazol-1-yl)-acetamide. RXN SMILES: Br[C:2]1[CH:3]=[C:4]([N+:9]([O-:11])=[O:10])[CH:5]=[CH:6][C:7]=1[F:8].C(=O)(O)[O-].[Na+].O1[CH2:22][CH2:21]OCC1>>[F:8][C:7]1[CH:6]=[CH:5][C:4]([N+:9]([O-:11])=[O:10])=[CH:3][C:2]=1[C:22]1[CH:21]=[CH:2][CH:3]=[CH:4][N:9]=1 |f:1.2|. The product is FC1=C(C=C(C=C1)[N+](=O)[O-])C1=NC=CC=C1 (2-(2-fluoro-5-nitro-phenyl)-pyridine). Procedure: 0.55 g of Tetrakis-triphenylphosphine palladium was added to a 1,4-dioxane (20 ml) solution of 2.1 g of 3-bromo-4-fluoro-nitrobenzene and 2.3 g of 2-trimethyltin-pyridine, and the reaction liquid was heated overnight under reflux. Aqueous saturated sodium bicarbonate was added to the reaction liquid, and extracted with ethyl acetate. The organic layer was washed with water and saturated saline, and dried with anhydrous sodium sulfate. The solvent was evaporated away under reduced pressure, and t... Reactants: Tetrakis-triphenylphosphine palladium, BrC=1C=C(C=CC1F)[N+](=O)[O-] (3-bromo-4-fluoro-nitrobenzene), 2-trimethyltin pyridine, O1CCOCC1 (1,4-dioxane), C([O-])(O)=O.[Na+] (sodium bicarbonate).